From a dataset of the Open Reaction Database (ORD), a public repository of structured organic reaction records. describe an organic reaction: reactants, conditions, products, and yield Reactants: O1C(C(=O)O)C1C(=O)O.C(C)[K] (monoethyl potassium epoxysuccinate), C(C(=O)Cl)(=O)Cl (oxalyl chloride), C1(CCCC1)N (cyclopentylamine). Product: C1(CCCC1)NC(C1C(C(=O)OCC)O1)=O (ethyl N-cyclopentyl-2,3-epoxysuccinamate). Isolated yield 62.6%. Reaction SMILES: [O:1]1[CH:6]([C:7]([OH:9])=[O:8])[CH:2]1[C:3]([OH:5])=O.[CH2:10]([K])[CH3:11].C(Cl)(=O)C(Cl)=O.[CH:19]1([NH2:24])[CH2:23][CH2:22][CH2:21][CH2:20]1>>[CH:19]1([NH:24][C:3](=[O:5])[CH:2]2[O:1][CH:6]2[C:7]([O:9][CH2:10][CH3:11])=[O:8])[CH2:23][CH2:22][CH2:21][CH2:20]1 |f:0.1|. Reported procedure: Following the procedure of Example 1, monoethyl potassium epoxysuccinate (1.0 g) was successively treated with oxalyl chloride (0.75 g) and cyclopentylamine (0.86 g) to give 0.71 g of ethyl N-cyclopentyl-2,3-epoxysuccinamate (Compound No. 18) as colorless needles melting at 94°-97° C.